Dataset: the Open Reaction Database (ORD), a public repository of structured organic reaction records. Task: describe an organic reaction: reactants, conditions, products, and yield Reactants: N (ammonia), C(C)OC(C(=O)NC(C(=O)OC(C1=CC=CC=C1)C1=CC=CC=C1)C1=CC=CC=C1)=O (α-[(2-ethoxy-1,2-dioxoethyl)-amino]phenylacetic acid, diphenylmethyl ester). The solvent is C(C)O (ethanol). Yields the product NC(C(=O)NC(C(=O)OC(C1=CC=CC=C1)C1=CC=CC=C1)C1=CC=CC=C1)=O (α-[(2-Amino-1,2-dioxoethyl)amino]phenylacetic acid, diphenylmethyl ester). RXN SMILES: C([O:3][C:4](=O)[C:5]([NH:7][CH:8]([C:25]1[CH:30]=[CH:29][CH:28]=[CH:27][CH:26]=1)[C:9]([O:11][CH:12]([C:19]1[CH:24]=[CH:23][CH:22]=[CH:21][CH:20]=1)[C:13]1[CH:18]=[CH:17][CH:16]=[CH:15][CH:14]=1)=[O:10])=[O:6])C.[NH3:32]>C(O)C>[NH2:32][C:4](=[O:3])[C:5]([NH:7][CH:8]([C:25]1[CH:26]=[CH:27][CH:28]=[CH:29][CH:30]=1)[C:9]([O:11][CH:12]([C:13]1[CH:14]=[CH:15][CH:16]=[CH:17][CH:18]=1)[C:19]1[CH:24]=[CH:23][CH:22]=[CH:21][CH:20]=1)=[O:10])=[O:6]. Reported procedure: A mixture of 10mM of DL-α-[(2-ethoxy-1,2-dioxoethyl)-amino]phenylacetic acid, diphenylmethyl ester in 50 ml. of ethanol containing 13mM of ammonia is stirred for 15 minutes. After a short time, a thick slurry forms. The product, DL-α-[(2-amino-1,2-dioxoethyl)amino]phenylacetic acid, diphenylmethyl ester, is filtered off and recrystallized from toluene in the form of white filaments, m.p. 168°. Starting materials: Cl.N[C@@H]1[C@@H](C[C@H](CC1)NC(=O)C1=C(NC2=C1N=CN=C2C2=C(C=CC(=C2)C(F)F)OCC2CC2)C)F (N-[(1S*,3R*,4S*)-4-amino-3-fluorocyclohexyl]-4-[2-(cyclopropylmethoxy)-5-(difluoromethyl)phenyl]-6-methyl-5H-pyrrolo[3,2-d]pyrimidine-7-carboxamide hydrochloride), COCC(=O)Cl (methoxy-acetyl chloride). Yields the product C1(CC1)COC1=C(C=C(C=C1)C(F)F)C=1C2=C(N=CN1)C(=C(N2)C)C(=O)N[C@@H]2C[C@H]([C@H](CC2)NC(COC)=O)F (4-[2-(Cyclopropylmethoxy)-5-(difluoromethyl)phenyl]-N-{(1S*,3R*,4S*)-3-fluoro-4-[(methoxyacetyl)amino]cyclohexyl}-6-methyl-5H-pyrrolo[3,2-d]pyrimidine-7-carboxamide). RXN SMILES: Cl.[NH2:2][C@H:3]1[CH2:8][CH2:7][C@H:6]([NH:9][C:10]([C:12]2[C:16]3[N:17]=[CH:18][N:19]=[C:20]([C:21]4[CH:26]=[C:25]([CH:27]([F:29])[F:28])[CH:24]=[CH:23][C:22]=4[O:30][CH2:31][CH:32]4[CH2:34][CH2:33]4)[C:15]=3[NH:14][C:13]=2[CH3:35])=[O:11])[CH2:5][C@H:4]1[F:36].[CH3:37][O:38][CH2:39][C:40](Cl)=[O:41]>>[CH:32]1([CH2:31][O:30][C:22]2[CH:23]=[CH:24][C:25]([CH:27]([F:29])[F:28])=[CH:26][C:21]=2[C:20]2[C:15]3[NH:14][C:13]([CH3:35])=[C:12]([C:10]([NH:9][C@H:6]4[CH2:7][CH2:8][C@H:3]([NH:2][C:40](=[O:41])[CH2:39][O:38][CH3:37])[C@H:4]([F:36])[CH2:5]4)=[O:11])[C:16]=3[N:17]=[CH:18][N:19]=2)[CH2:33][CH2:34]1 |f:0.1|. Procedure details: Starting from N-[(1S*,3R*,4S*)-4-amino-3-fluorocyclohexyl]-4-[2-(cyclopropylmethoxy)-5-(difluoromethyl)phenyl]-6-methyl-5H-pyrrolo[3,2-d]pyrimidine-7-carboxamide hydrochloride (example D.f72) and commercially available methoxy-acetyl chloride the title compound is obtained as colorless solid. The solvent is O (water), C(C)O (ethanol). The yield is 102.2%. The product is ClC1=CC=C(C=C1)C1=NOC2=C1CC(CC2)(C(=O)O)C(=O)O (3-(4-chlorophenyl)-4,5,6,7-tetrahydro-1,2-benzisoxazole-5,5-dicarboxylic acid). Procedure details: 7.7 g of diethyl 3-(4-chlorophenyl)-4,5,6,7-tetrahydro-1,2-benzisoxazole-5,5-dicarboxylate were treated with 2.74 g of potassium hydroxide in 16 ml of water and 65 ml of ethanol at 20° C. for 3 days. After removal of the ethanol by evaporation and acidification with 2N hydrochloric acid, the product was taken up in ethyl acetate. There were obtained 6.7 g of 3-(4-chlorophenyl)-4,5,6,7-tetrahydro-1,2-benzisoxazole-5,5-dicarboxylic acid as a buff colored solid of melting point 200°-202° C. (decomp... RXN SMILES: [Cl:1][C:2]1[CH:7]=[CH:6][C:5]([C:8]2[C:12]3[CH2:13][C:14]([C:22]([O:24]CC)=[O:23])([C:17]([O:19]CC)=[O:18])[CH2:15][CH2:16][C:11]=3[O:10][N:9]=2)=[CH:4][CH:3]=1.[OH-].[K+]>O.C(O)C>[Cl:1][C:2]1[CH:7]=[CH:6][C:5]([C:8]2[C:12]3[CH2:13][C:14]([C:17]([OH:19])=[O:18])([C:22]([OH:24])=[O:23])[CH2:15][CH2:16][C:11]=3[O:10][N:9]=2)=[CH:4][CH:3]=1 |f:1.2|. Reactants: ClC1=CC=C(C=C1)C1=NOC2=C1CC(CC2)(C(=O)OCC)C(=O)OCC (diethyl 3-(4-chlorophenyl)-4,5,6,7-tetrahydro-1,2-benzisoxazole-5,5-dicarboxylate), [OH-].[K+] (potassium hydroxide). As a reaction SMILES: [CH2:25]1[O:26][CH2:27][CH2:28][CH2:29]1.[CH3:3][S:4]([CH3:5])=[O:6].[H-:2].[Na+:1].[O:7]=[CH:8][CH:9]([CH2:10][CH:11]1[CH2:12][CH2:13][O:14][CH2:15][CH2:16]1)[NH:17][C:18]([O:19][C:20]([CH3:21])([CH3:22])[CH3:23])=[O:24]>>[CH2:3]1[O:7][CH:8]1[CH:9]([CH2:10][CH:11]1[CH2:12][CH2:13][O:14][CH2:15][CH2:16]1)[NH:17][C:18]([O:19][C:20]([CH3:21])([CH3:22])[CH3:23])=[O:24]. Starting materials: C1CCOC1, CS(C)=O, [H-], [Na+], CC(C)(C)OC(=O)NC(C=O)CC1CCOCC1. Product: CC(C)(C)OC(=O)NC(CC1CCOCC1)C1CO1. Yields the product CCC1=CC(O[Si](C)(C)C(C)(C)C)CC1(C)O. RXN SMILES: [C:1]([CH3:2])([CH3:3])([CH3:4])[Si:5]([CH3:6])([CH3:7])[O:8][CH:9]1[CH:10]=[C:11]([CH2:15][CH3:16])[C:12](=[O:14])[CH2:13]1.[CH3:37][CH2:38][O:39][CH2:40][CH3:41].[Li:22][CH3:23].[O:17]1[CH2:18][CH2:21][CH2:20][CH2:19]1.[OH:24][C:25]([CH2:26][C:27]([C:28](=[O:29])[OH:30])([CH2:31][C:32](=[O:33])[OH:34])[OH:35])=[O:36]>>[C:1]([CH3:2])([CH3:3])([CH3:4])[Si:5]([CH3:6])([CH3:7])[O:8][CH:9]1[CH:10]=[C:11]([CH2:15][CH3:16])[C:12]([OH:14])([CH3:18])[CH2:13]1. Reactants: CCC1=CC(O[Si](C)(C)C(C)(C)C)CC1=O, CCOCC, [Li]C, C1CCOC1, O=C(O)CC(O)(CC(=O)O)C(=O)O.